The task is: describe an organic reaction: reactants, conditions, products, and yield. This data is from the Open Reaction Database (ORD), a public repository of structured organic reaction records. Starting materials: C1CCOC1, CS(=O)(=O)Cl, CS(=O)(=O)OCc1cnccn1, [Na], OCc1ccc(COc2ccccc2)cc1, CN(C)C=O, CCOC(=O)CN=C(c1ccccc1)c1ccccc1. Product: CCOC(=O)C(N=C(c1ccccc1)c1ccccc1)c1cnccn1. Reaction SMILES: [CH2:55]1[O:56][CH2:57][CH2:58][CH2:59]1.[CH3:13][S:14](=[O:15])(=[O:16])[Cl:17].[CH3:1][S:2]([O:3][CH2:4][c:7]1[n:8][cH:9][cH:10][n:11][cH:12]1)(=[O:5])=[O:6].[Na:34].[O:18]([CH2:19][c:20]1[cH:21][cH:22][c:23]([CH2:24][OH:25])[cH:26][cH:27]1)[c:28]1[cH:29][cH:30][cH:31][cH:32][cH:33]1.[O:60]=[CH:61][N:62]([CH3:63])[CH3:64].[c:35]1([C:41](=[N:42][CH2:43][C:44](=[O:45])[O:46][CH2:47][CH3:48])[c:49]2[cH:50][cH:51][cH:52][cH:53][cH:54]2)[cH:36][cH:37][cH:38][cH:39][cH:40]1>>[c:7]1([CH:43]([N:42]=[C:41]([c:35]2[cH:36][cH:37][cH:38][cH:39][cH:40]2)[c:49]2[cH:50][cH:51][cH:52][cH:53][cH:54]2)[C:44](=[O:45])[O:46][CH2:47][CH3:48])[n:8][cH:9][cH:10][n:11][cH:12]1. The reactants are C1CCOC1, CC(C)(C)[O-], CCOC(=O)C(CCBr)Oc1cc([N+](=O)[O-])c(F)cc1Cl, Cl, [K+]. Product: CCOC(=O)C1(Oc2cc([N+](=O)[O-])c(F)cc2Cl)CC1. RXN SMILES: [CH2:29]1[O:30][CH2:31][CH2:32][CH2:33]1.[CH3:22][C:23]([CH3:24])([O-:25])[CH3:26].[Cl:1][c:2]1[c:3]([O:4][CH:5]([C:6](=[O:7])[O:8][CH2:9][CH3:10])[CH2:11][CH2:12][Br:13])[cH:14][c:15]([N+:19](=[O:20])[O-:21])[c:16]([F:18])[cH:17]1.[ClH:28].[K+:27]>>[Cl:1][c:2]1[c:3]([O:4][C:5]2([C:6](=[O:7])[O:8][CH2:9][CH3:10])[CH2:11][CH2:12]2)[cH:14][c:15]([N+:19](=[O:20])[O-:21])[c:16]([F:18])[cH:17]1.